From a dataset of the Open Reaction Database (ORD), a public repository of structured organic reaction records. describe an organic reaction: reactants, conditions, products, and yield Starting materials: BrCC(=O)OC (methyl bromoacetate), CC=1C=C(C=CC1)CN1C2=CC=CC(=C2C=2C(=CC=CC12)O)C(N)=O (9-[(3-methylphenyl)methyl]-4-hydroxy-5-carbamoyl carbazole), resultant mixture. Solvent: C(C)(=O)OCC (ethyl acetate), CN(C)C=O (DMF). Reaction conditions: time 3 minute. The product is CC=1C=C(C=CC1)CN1C2=CC=CC(=C2C=2C(=CC=CC12)OCC(=O)OC)C(N)=O ({9-[(3-methylphenyl)methyl]-5-carbamoylcarbazol-4-yl}oxyacetic acid, methyl ester). The yield is 65.7%. Reaction SMILES: [CH3:1][C:2]1[CH:3]=[C:4]([CH2:8][N:9]2[C:21]3[CH:20]=[CH:19][CH:18]=[C:17]([OH:22])[C:16]=3[C:15]3[C:10]2=[CH:11][CH:12]=[CH:13][C:14]=3[C:23](=[O:25])[NH2:24])[CH:5]=[CH:6][CH:7]=1.Br[CH2:27][C:28]([O:30][CH3:31])=[O:29]>CN(C=O)C.C(OCC)(=O)C>[CH3:1][C:2]1[CH:3]=[C:4]([CH2:8][N:9]2[C:21]3[CH:20]=[CH:19][CH:18]=[C:17]([O:22][CH2:27][C:28]([O:30][CH3:31])=[O:29])[C:16]=3[C:15]3[C:10]2=[CH:11][CH:12]=[CH:13][C:14]=3[C:23](=[O:25])[NH2:24])[CH:5]=[CH:6][CH:7]=1. Procedure: 40% Methanolic Triton B (0.45 mL, 0.99 mM) was added to a solution of the 9-[(3-methylphenyl)methyl]-4-hydroxy-5-carbamoyl carbazole (100 mg, 0.30 mM) in 8 mL DMF at room temperature. After 3 minutes, methyl bromoacetate (115 mg, 0.72 mM) was added and the resultant mixture stirred at room temperature for 24 hours. The mixture was diluted with ethyl acetate, washed with H2O, and saturated brine, dried over magnesium sulfate, filtered, and concentrated. The residue was purified by column chromato... RXN SMILES: [N:1]1([CH2:7][CH2:8][OH:9])[CH2:6][CH2:5][NH:4][CH2:3][CH2:2]1.[CH3:10][O:11][C:12]([C:14]1[CH:15]=[C:16]([CH3:36])[C:17]2[O:23][C:22]3[C:24]([Cl:32])=[CH:25][C:26]([NH:28][CH2:29][CH2:30]Cl)=[CH:27][C:21]=3[CH2:20][S:19](=[O:34])(=[O:33])[C:18]=2[CH:35]=1)=[O:13]>CN(C=O)C>[CH3:10][O:11][C:12]([C:14]1[CH:15]=[C:16]([CH3:36])[C:17]2[O:23][C:22]3[C:24]([Cl:32])=[CH:25][C:26]([NH:28][CH2:29][CH2:30][N:4]4[CH2:5][CH2:6][N:1]([CH2:7][CH2:8][OH:9])[CH2:2][CH2:3]4)=[CH:27][C:21]=3[CH2:20][S:19](=[O:33])(=[O:34])[C:18]=2[CH:35]=1)=[O:13]. Run at temperature 110 celsius, time 6 hour. Procedure: 2-Piperazin-1-yl-ethanol (0.227 g, 1.74 mmol) was added with stirring to a solution of Example 56k (0.5 g, 1.16 mmol) in DMF (10 mL) in an atmosphere of nitrogen. The reaction mixture was stirred at 110° C. for 6 h, concentrated, treated with chilled water and extracted with n-butanol. The organic layer was washed with water, brine, dried, concentrated and purified using flash chromatography (silica gel, methanol/chloroform) to obtain the title compound as an off-white solid. Yield: 0.521 g, (85... The product is COC(=O)C=1C=C(C2=C(S(CC3=C(O2)C(=CC(=C3)NCCN3CCN(CC3)CCO)Cl)(=O)=O)C1)C (4-Chloro-2-{2-[4-(2-hydroxy-ethyl)-piperazin-1-yl]-ethylamino}-6-methyl-10,10-dioxo-10,11-dihydro-5-oxa-10lambda*6*-thia-dibenzo[a,d]cycloheptene-8-carboxylic acid methyl ester). Reactants: N1(CCNCC1)CCO (2-Piperazin-1-yl-ethanol), COC(=O)C=1C=C(C2=C(S(CC3=C(O2)C(=CC(=C3)NCCCl)Cl)(=O)=O)C1)C (4-Chloro-2-(2-chloro-ethylamino)-6-methyl-10,10-dioxo-10,11-dihydro-5-oxa-10lambda*6*-thia-dibenzo[a,d]cycloheptene-8-carboxylic acid methyl ester). The solvent is CN(C)C=O (DMF). The product is BrC1=CC(=C2C=NC(=NC2=C1OC)NC1=CC=C(C=C1)C(=O)N1CCOCC1)Cl ((4-(7-bromo-5-chloro-8-methoxyquinazolin-2-ylamino)phenyl) (morpholino)methanone). Solvent: C(C)(C)O (isopropanol). Reactants: BrC1=CC(=C2C=NC(=NC2=C1OC)Cl)Cl (7-bromo-2,5-dichloro-8-methoxyquinazoline), NC1=CC=C(C=C1)C(=O)N1CCOCC1 ((4-aminophenyl) (morpholino)methanone). Conditions: temperature 90 celsius. As a reaction SMILES: [Br:1][C:2]1[C:11]([O:12][CH3:13])=[C:10]2[C:5]([CH:6]=[N:7][C:8](Cl)=[N:9]2)=[C:4]([Cl:15])[CH:3]=1.[NH2:16][C:17]1[CH:22]=[CH:21][C:20]([C:23]([N:25]2[CH2:30][CH2:29][O:28][CH2:27][CH2:26]2)=[O:24])=[CH:19][CH:18]=1>C(O)(C)C>[Br:1][C:2]1[C:11]([O:12][CH3:13])=[C:10]2[C:5]([CH:6]=[N:7][C:8]([NH:16][C:17]3[CH:18]=[CH:19][C:20]([C:23]([N:25]4[CH2:26][CH2:27][O:28][CH2:29][CH2:30]4)=[O:24])=[CH:21][CH:22]=3)=[N:9]2)=[C:4]([Cl:15])[CH:3]=1. Procedure: To 7-bromo-2,5-dichloro-8-methoxyquinazoline (1 eq) was added (4-aminophenyl) (morpholino)methanone (1 eq) in isopropanol and the mixture was heated to 90° C. for 16 h. The solid formed was filtered to give (4-(7-bromo-5-chloro-8-methoxyquinazolin-2-ylamino)phenyl) (morpholino)methanone and was confirmed by LC/MS. ES/MS m/z 478 (MH+). The reactants are C(C)(=O)OC1([C@H](OC(C)=O)[C@@H](OC(C)=O)[C@@H](OC(C)=O)[C@H](O1)C)N1C(C=2C(C1=O)=CC=CC2)=O (1,2,3,4-tetra-O-acetyl-6-deoxy-phthalimido-D-galactopyranose), Br (hydrobromic acid), C(C)(=O)O (acetic acid), ice water. The solvent is ClCCl (dichloromethane). Product: C(C)(=O)O[C@H]1[C@H](O[C@@H]([C@@H]([C@@H]1OC(C)=O)OC(C)=O)CN1C(C=2C(C1=O)=CC=CC2)=O)Br (2,3,4-Tri-O-acetyl-6-deoxy-6-phthalimido-α-D-galactopyranosyl bromide). The yield is 91.0%. As a reaction SMILES: C(O[C:5]1([N:24]2[C:28](=[O:29])[C:27]3=[CH:30][CH:31]=[CH:32][CH:33]=[C:26]3[C:25]2=[O:34])O[C@H](C)[C@H:16]([O:17][C:18](=[O:20])[CH3:19])[C@H:11]([O:12][C:13](=[O:15])[CH3:14])[C@H:6]1[O:7][C:8](=O)[CH3:9])(=O)C.[BrH:35].[C:36]([OH:39])(=[O:38])[CH3:37]>ClCCl>[C:36]([O:39][C@@H:9]1[C@@H:16]([O:17][C:18](=[O:20])[CH3:19])[C@@H:11]([O:12][C:13](=[O:15])[CH3:14])[C@@H:6]([CH2:5][N:24]2[C:25](=[O:34])[C:26]3=[CH:33][CH:32]=[CH:31][CH:30]=[C:27]3[C:28]2=[O:29])[O:7][C@@H:8]1[Br:35])(=[O:38])[CH3:37]. Reported procedure: A solution of 1,2,3,4-tetra-O-acetyl-6-deoxy-phthalimido-D-galactopyranose (4.2 g.) in dichloromethane (2 ml.) is treated with 30-32% hydrobromic acid in glacial acetic acid (10 ml.) for 1 hour. The reaction mixture is poured into ice-water, and the product is immediately extracted with dichloromethane. The organic layer is washed with cold aqueous sodium hydrogencarbonate and cold water, dried, and evaporated in vacuo to give the title compound as a syrup (4.0 g., 91%); n.m.r. (chloroform-d): ∂...